From a dataset of the Open Reaction Database (ORD), a public repository of structured organic reaction records. describe an organic reaction: reactants, conditions, products, and yield Starting materials: S(O)(O)(=O)=O (sulfuric acid), [N+](=O)([O-])C1=CC=C(C=C1)C(C=CC1=CC=C(C(=O)OC)C=C1)=O (methyl 4-[3-(4-nitrophenyl)-3-oxoprop-1-en-1-yl]benzoate). The reagents and catalysts are [C].[Pd] (palladium carbon). The solvent is CO (methanol). Reaction conditions: time 24 hour. Product: NC1=CC=C(C=C1)CCCC1=CC=C(C(=O)OC)C=C1 (methyl 4-[3-(4-aminophenyl)propyl]benzoate). Yield: 67.0%. Reaction SMILES: [N+:1]([C:4]1[CH:9]=[CH:8][C:7]([C:10](=O)[CH:11]=[CH:12][C:13]2[CH:22]=[CH:21][C:16]([C:17]([O:19][CH3:20])=[O:18])=[CH:15][CH:14]=2)=[CH:6][CH:5]=1)([O-])=O.S(=O)(=O)(O)O>[C].[Pd].CO>[NH2:1][C:4]1[CH:5]=[CH:6][C:7]([CH2:10][CH2:11][CH2:12][C:13]2[CH:14]=[CH:15][C:16]([C:17]([O:19][CH3:20])=[O:18])=[CH:21][CH:22]=2)=[CH:8][CH:9]=1 |f:2.3|. Procedure: To a mixture of 5.0 g of methyl 4-[3-(4-nitrophenyl)-3-oxoprop-1-en-1-yl]benzoate and 150 mL of methanol was added dropwise 5.0 mL of concentrated sulfuric acid under ice cooling. In an argon atmosphere, 500 mg of 10% palladium carbon was added to the reaction mixture. After hydrogen (3 atm) purging was performed at room temperature, the mixture was stirred for 24 hours. The insoluble material was removed by filtration by using celite, and then the filtrate was concentrated under reduced pressur... Procedure details: A procedure similar to that described in Example 1, above, was followed, but using 830 mg of (2RS)-2-(2-methyl-1-naphthyloxy)butyric acid and 1.0 gof (4R,6R)-6-{(1S,2S,6S,8S,8aR)-2-[1,2,6,7,8,8a-hexahydro-6-t-butyldimethylsilyloxy-8-hydroxy-2-methyl-1-napthyl]ethyl}tetrahydro-4-t-butyldimethylsilyloxy-2H-pyran-2-one [prepared as described in Example B, above], to give 1.52 g of the title compound as a colorless foam. Starting materials: CC1=C(C2=CC=CC=C2C=C1)OC(C(=O)O)CC ((2RS)-2-(2-methyl-1-naphthyloxy)butyric acid), [Si](C)(C)(C(C)(C)C)O[C@@H]1C=C2C=C[C@@H]([C@@H]([C@H]2[C@H](C1)O)CC[C@@H]1C[C@H](CC(O1)=O)O[Si](C)(C)C(C)(C)C)C ((4R,6R)-6-{(1S,2S,6S,8S,8aR)-2-[1,2,6,7,8,8a-hexahydro-6-t-butyldimethylsilyloxy-8-hydroxy-2-methyl-1-napthyl]ethyl}tetrahydro-4-t-butyldimethylsilyloxy-2H-pyran-2-one). Product: [Si](C)(C)(C(C)(C)C)O[C@@H]1C=C2C=C[C@@H]([C@@H]([C@H]2[C@H](C1)OC(C(CC)OC1=C(C=CC2=CC=CC=C12)C)=O)CC[C@@H]1C[C@H](CC(O1)=O)O[Si](C)(C)C(C)(C)C)C ((4R,6R)-6-([1S,2S,6S,8S,8aR]-2-{1,2,6,7,8,8a-Hexahydro-6-t-butyldimethylsilyloxy-8-[(2RS)-2-(2-methyl-1-naphthyloxy)butyryloxy]-2-methyl-1-naphthyl}ethyl)tetrahydro-4-t-butyldimethylsilyloxy-2H-pyran-2-one). Reaction SMILES: [CH3:1][C:2]1[CH:11]=[CH:10][C:9]2[C:4](=[CH:5][CH:6]=[CH:7][CH:8]=2)[C:3]=1[O:12][CH:13]([CH2:17][CH3:18])[C:14]([OH:16])=[O:15].[Si:19]([O:26][C@H:27]1[CH2:36][C@H:35](O)[C@H:34]2[C:29]([CH:30]=[CH:31][C@H:32]([CH3:55])[C@@H:33]2[CH2:38][CH2:39][C@H:40]2[O:45][C:44](=[O:46])[CH2:43][C@H:42]([O:47][Si:48]([C:51]([CH3:54])([CH3:53])[CH3:52])([CH3:50])[CH3:49])[CH2:41]2)=[CH:28]1)([C:22]([CH3:25])([CH3:24])[CH3:23])([CH3:21])[CH3:20]>>[Si:19]([O:26][C@H:27]1[CH2:36][C@H:35]([O:15][C:14](=[O:16])[CH:13]([O:12][C:3]2[C:4]3[C:9](=[CH:8][CH:7]=[CH:6][CH:5]=3)[CH:10]=[CH:11][C:2]=2[CH3:1])[CH2:17][CH3:18])[C@H:34]2[C:29]([CH:30]=[CH:31][C@H:32]([CH3:55])[C@@H:33]2[CH2:38][CH2:39][C@H:40]2[O:45][C:44](=[O:46])[CH2:43][C@H:42]([O:47][Si:48]([C:51]([CH3:54])([CH3:53])[CH3:52])([CH3:49])[CH3:50])[CH2:41]2)=[CH:28]1)([C:22]([CH3:23])([CH3:24])[CH3:25])([CH3:21])[CH3:20]. Reactants: CC1(CCC2(OCCO2)CC1)C(=O)OCC (ethyl 8-methyl-1,4-dioxaspiro[4.5]decane-8-carboxylate), CCO (EtOH), O (H2O), Cl (HCl). Solvent: O1CCOCC1 (1,4-dioxane). Reaction conditions: time 64 hour. Product: CC1(CCC(CC1)=O)C(=O)OCC (ethyl 1-methyl-4-oxocyclohexanecarboxylate). RXN SMILES: [CH3:1][C:2]1([C:12]([O:14][CH2:15][CH3:16])=[O:13])[CH2:11][CH2:10][C:5]2(OCC[O:6]2)[CH2:4][CH2:3]1.CCO.O.Cl>O1CCOCC1>[CH3:1][C:2]1([C:12]([O:14][CH2:15][CH3:16])=[O:13])[CH2:3][CH2:4][C:5](=[O:6])[CH2:10][CH2:11]1. Procedure: In a 50 mL round-bottom flask was mixed with ethyl 8-methyl-1,4-dioxaspiro[4.5]decane-8-carboxylate (Int-6a, 1.99 g, 8.72 mmol), EtOH (10 mL), H2O (5 mL), and 4N HCl in 1,4-dioxane (5 mL). The resulting solution was stirred at room temperature for 64 hours. At this time, the solvent was removed in vacuo and the residue was taken up in DCM. The suspension was washed with saturated NaHCO3(aq) and the organic layer was dried over Na2SO4. The resulting product was taken on without further purificati... The reactants are COc1cc(CNC(=O)C2CNC2)ccc1OCc1ccccc1, CC(=O)O, CO, CCO. Yields the product COc1cc(CNC(=O)C2CNC2)ccc1O. Reaction SMILES: [CH2:1]([c:2]1[cH:3][cH:4][cH:5][cH:6][cH:7]1)[O:8][c:9]1[c:10]([O:23][CH3:24])[cH:11][c:12]([CH2:13][NH:14][C:15](=[O:16])[CH:17]2[CH2:18][NH:19][CH2:20]2)[cH:21][cH:22]1.[CH3:25][C:26](=[O:27])[OH:28].[CH3:29][OH:30].[CH3:31][CH2:32][OH:33]>>[OH:8][c:9]1[c:10]([O:23][CH3:24])[cH:11][c:12]([CH2:13][NH:14][C:15](=[O:16])[CH:17]2[CH2:18][NH:19][CH2:20]2)[cH:21][cH:22]1. Run at time 10 minute. Reaction SMILES: [F:1][C:2]1[CH:9]=[C:8]([C:10]2[CH:15]=[C:14]([N:16]3[CH2:21][CH2:20][O:19][CH2:18][C@H:17]3[CH:22]([CH3:24])[CH3:23])[N:13]=[C:12]([NH:25][CH3:26])[N:11]=2)[CH:7]=[C:6](F)[C:3]=1[C:4]#[N:5].C1(C)C=CC=CC=1.[H-].[Na+].[CH3:37][CH2:38][O-:39].[Na+]>CN(C=O)C.O.C(O)C>[CH2:38]([O:39][C:6]1[CH:7]=[C:8]([C:10]2[CH:15]=[C:14]([N:16]3[CH2:21][CH2:20][O:19][CH2:18][C@H:17]3[CH:22]([CH3:24])[CH3:23])[N:13]=[C:12]([NH:25][CH3:26])[N:11]=2)[CH:9]=[C:2]([F:1])[C:3]=1[C:4]#[N:5])[CH3:37] |f:2.3,4.5|. The product is C(C)OC1=C(C#N)C(=CC(=C1)C1=NC(=NC(=C1)N1[C@@H](COCC1)C(C)C)NC)F (2-(Ethyloxy)-6-fluoro-4-{2-(methylamino)-6-[(3R)-3-(1-methylethyl)-4-morpholinyl]-4-pyrimidinyl}benzonitrile). Procedure: 2,6-Difluoro-4-{2-(methylamino)-6-[(3R)-3-(1-methylethyl)-4-morpholinyl]-4-pyrimidinyl}benzonitrile (377 mg, 1.01 mmol) was azeotroped with toluene (2×15 mL). The residue was dissolved in 5 mL of DMF as a clear yellow solution. NaH (260 mg, 60% wt in mineral oil, 6.5 mmol) was weighted into a 50 mL 3-neck RB, to which under nitrogen was added ethanol (7.5 mL) portion-wise. The resulting clear solution was stirred at ambient temperature for 10 minutes. A portion of this solution (1.40 mL, 1.21 mm... Starting materials: CC[O-].[Na+] (NaOEt), FC1=C(C#N)C(=CC(=C1)C1=NC(=NC(=C1)N1[C@@H](COCC1)C(C)C)NC)F (2,6-Difluoro-4-{2-(methylamino)-6-[(3R)-3-(1-methylethyl)-4-morpholinyl]-4-pyrimidinyl}benzonitrile), C1(=CC=CC=C1)C (toluene), [H-].[Na+] (NaH). Solvent: C(C)O (ethanol), CN(C)C=O (DMF), O (water). Yield: 78.1%. The reactants are C1(CCCCC1)NC1=C(C=C2C(C(=CN(C2=C1)C1CCCC1)OCC(N)=NO)=O)F (2-{[7-(cyclohexylamino)-1-cyclopentyl-6-fluoro-4-oxo-1,4-dihydroquinolin-3-yl]oxy}-N′-hydroxyethanimidamide), C=C1CC(=O)O1 (diketene). The solvent is C(Cl)(Cl)Cl (chloroform). Product: C(CC(=O)C)(=O)ON=C(COC1=CN(C2=CC(=C(C=C2C1=O)F)NC1CCCCC1)C1CCCC1)N (N′-(acetoacetyloxy)-2-{[7-(cyclohexylamino)-1-cyclopentyl-6-fluoro-4-oxo-1,4-dihydroquinolin-3-yl]oxy}ethanimidamide). RXN SMILES: [CH2:1]=[C:2]1[O:6][C:4](=[O:5])[CH2:3]1.[CH:7]1([NH:13][C:14]2[CH:23]=[C:22]3[C:17]([C:18](=[O:35])[C:19]([O:29][CH2:30][C:31](=[N:33][OH:34])[NH2:32])=[CH:20][N:21]3[CH:24]3[CH2:28][CH2:27][CH2:26][CH2:25]3)=[CH:16][C:15]=2[F:36])[CH2:12][CH2:11][CH2:10][CH2:9][CH2:8]1>C(Cl)(Cl)Cl>[C:4]([O:34][N:33]=[C:31]([NH2:32])[CH2:30][O:29][C:19]1[C:18](=[O:35])[C:17]2[C:22](=[CH:23][C:14]([NH:13][CH:7]3[CH2:12][CH2:11][CH2:10][CH2:9][CH2:8]3)=[C:15]([F:36])[CH:16]=2)[N:21]([CH:24]2[CH2:28][CH2:27][CH2:26][CH2:25]2)[CH:20]=1)(=[O:5])[CH2:3][C:2]([CH3:1])=[O:6]. Procedure details: 40 μl of diketene was added dropwise under ice-cooling to a 8 ml chloroform solution of 800 mg of 2-{[7-(cyclohexylamino)-1-cyclopentyl-6-fluoro-4-oxo-1,4-dihydroquinolin-3-yl]oxy}-N′-hydroxyethanimidamide, followed by stirring under ice-cooling for 6 hours. By evaporating the solvent under a reduced pressure, 180 mg of N′-(acetoacetyloxy)-2-{[7-(cyclohexylamino)-1-cyclopentyl-6-fluoro-4-oxo-1,4-dihydroquinolin-3-yl]oxy}ethanimidamide was obtained.